The task is: describe an organic reaction: reactants, conditions, products, and yield. This data is from the Open Reaction Database (ORD), a public repository of structured organic reaction records. The reactants are C(C1=CC=CC=C1)(=O)N1CC(CCCC1)(CCCOS(=O)(=O)C)C1=CC(=C(C=C1)Cl)Cl (1-Benzoyl-3-(3,4-dichlorophenyl)-3-[3-(methanesulfonyloxy)propyl]-perhydroazepine), C(=O)([O-])[O-].[K+].[K+] (K2CO3), NC=1SC=C(N1)C1(CCNCC1)C1=CC=CC=C1 (4-(2-aminothiazol-4-yl)-4-phenylpiperidine). Solvent: CN(C)C=O.C(C)#N (DMF acetonitrile). The product is Cl.Cl.NC=1SC=C(N1)C1(CCN(CC1)CCCC1(CN(CCCC1)C(C1=CC=CC=C1)=O)C1=CC(=C(C=C1)Cl)Cl)C1=CC=CC=C1 (3-[3-[4-(2-Aminothiazol-4-yl)-4-phenylpiperid-1-yl-]propyl]-1-benzoyl-3-(3,4-dichlorophenyl)perhydroazepine dihydrochloride). Reaction SMILES: [NH2:1][C:2]1[S:3][CH:4]=[C:5]([C:7]2([C:13]3[CH:18]=[CH:17][CH:16]=[CH:15][CH:14]=3)[CH2:12][CH2:11][NH:10][CH2:9][CH2:8]2)[N:6]=1.[C:19]([N:27]1[CH2:33][CH2:32][CH2:31][CH2:30][C:29]([C:42]2[CH:47]=[CH:46][C:45]([Cl:48])=[C:44]([Cl:49])[CH:43]=2)([CH2:34][CH2:35][CH2:36]OS(C)(=O)=O)[CH2:28]1)(=[O:26])[C:20]1[CH:25]=[CH:24][CH:23]=[CH:22][CH:21]=1.C([O-])([O-])=O.[K+].[K+]>CN(C=O)C.C(#N)C>[ClH:48].[ClH:48].[NH2:1][C:2]1[S:3][CH:4]=[C:5]([C:7]2([C:13]3[CH:18]=[CH:17][CH:16]=[CH:15][CH:14]=3)[CH2:8][CH2:9][N:10]([CH2:36][CH2:35][CH2:34][C:29]3([C:42]4[CH:47]=[CH:46][C:45]([Cl:48])=[C:44]([Cl:49])[CH:43]=4)[CH2:30][CH2:31][CH2:32][CH2:33][N:27]([C:19](=[O:26])[C:20]4[CH:25]=[CH:24][CH:23]=[CH:22][CH:21]=4)[CH2:28]3)[CH2:11][CH2:12]2)[N:6]=1 |f:2.3.4,5.6,7.8.9|. Reported procedure: This compound is prepared by the procedure described in step D of EXAMPLE 13, starting from 0.77 g of 4-(2-aminothiazol-4-yl)-4-phenylpiperidine (compound of PREPARATION 1.4 in the form of the free base), 1.2 g of the compound obtained in step C of EXAMPLE 13 and 1.2 g of K2CO3 in 20 ml of a DMF/acetonitrile mixture (50150; v/v). This gives 0.8 g of the expected product after crystallization from AcOEt, m.p.=178° C. Starting materials: Cl (hydrochloric acid), FC1=CC(=C(C=C1)C(CC(=O)OCC)C1=CNC2=C(C=CC=C12)CSC)C (Ethyl 3-(4-fluoro-2-methylphenyl)-3-{7-[(methylsulfanyl)methyl]-1H-indol-3-yl}propanoate), solution, [H-].[Al+3].[Li+].[H-].[H-].[H-] (lithium aluminum hydride). Solvent: O1CCCC1 (tetrahydrofuran), O1CCCC1 (tetrahydrofuran), O1CCCC1 (tetrahydrofuran). Run at time 15 minute. Product: FC1=CC(=C(C=C1)C(CCO)C1=CNC2=C(C=CC=C12)CSC)C (3-(4-Fluoro-2-methylphenyl)-3-{7-[(methylsulfanyl)methyl]-1H-indol-3-yl}propan-1-ol). Reaction SMILES: [F:1][C:2]1[CH:7]=[CH:6][C:5]([CH:8]([C:15]2[C:23]3[C:18](=[C:19]([CH2:24][S:25][CH3:26])[CH:20]=[CH:21][CH:22]=3)[NH:17][CH:16]=2)[CH2:9][C:10](OCC)=[O:11])=[C:4]([CH3:27])[CH:3]=1.[H-].[Al+3].[Li+].[H-].[H-].[H-].Cl>O1CCCC1>[F:1][C:2]1[CH:7]=[CH:6][C:5]([CH:8]([C:15]2[C:23]3[C:18](=[C:19]([CH2:24][S:25][CH3:26])[CH:20]=[CH:21][CH:22]=3)[NH:17][CH:16]=2)[CH2:9][CH2:10][OH:11])=[C:4]([CH3:27])[CH:3]=1 |f:1.2.3.4.5.6|. Procedure details: A solution of 585 mg (1.52 mmol) of the compound from Example 43A in 15 ml of tetrahydrofuran was added dropwise to 5.3 ml (5.31 mmol) of a 1N solution of lithium aluminum hydride in tetrahydrofuran in 30 ml of tetrahydrofuran at RT under argon. The mixture was stirred at RT for 15 min and then, while cooling in ice, 1N hydrochloric acid was added. The mixture was extracted with ethyl acetate, and the organic phase was dried over magnesium sulfate, filtered and concentrated. The crude product wa... RXN SMILES: [BH3:16].[Br:1][c:2]1[cH:3][c:4]([C:5](=[O:6])[OH:7])[cH:8][cH:9][cH:10]1.[O:11]1[CH2:12][CH2:13][CH2:14][CH2:15]1.[O:17]1[CH2:18][CH2:19][CH2:20][CH2:21]1>>[Br:1][c:2]1[cH:3][c:4]([CH2:5][OH:6])[cH:8][cH:9][cH:10]1. The reactants are B, O=C(O)c1cccc(Br)c1, C1CCOC1, C1CCOC1. Product: OCc1cccc(Br)c1. Starting materials: Cl.N1C=NC2=C1C=CC=C2C(=O)O (1H-benzoimidazole-4-carboxylic acid hydrochloride), CNC (dimethylamine), C(C)N(C(C)C)C(C)C (ethyldiisopropylamine). The solvent is CN(C)C=O (DMF). Run at time 8 hour. Yields the product CN(C(=O)C1=CC=CC=2NC=NC21)C (1H-benzoimidazole-4-carboxylic acid dimethylamide). Yield: 76.5%. Reaction SMILES: Cl.[NH:2]1[C:6]2[CH:7]=[CH:8][CH:9]=[C:10]([C:11]([OH:13])=O)[C:5]=2[N:4]=[CH:3]1.[CH3:14][NH:15][CH3:16].C(N(C(C)C)C(C)C)C>CN(C=O)C>[CH3:14][N:15]([CH3:16])[C:11]([C:10]1[C:5]2[N:4]=[CH:3][NH:2][C:6]=2[CH:7]=[CH:8][CH:9]=1)=[O:13] |f:0.1|. Procedure details: To a stirred solution of 1H-benzoimidazole-4-carboxylic acid hydrochloride (1 g, 5.04 mmol), dimethylamine (2M in THF; 3.78 mL, 7.55 mmol) and ethyldiisopropylamine (3.51 mL, 20.1 mmol) in DMF (5.0 mL) at room temperature was added O-benzotriazole-N,N,N′,N′-tetramethyl-uronium-hexafluoro-phosphate (1.95 g, 5.14 mmol) in a single portion. The mixture was stirred at room temperature overnight then concentrated in vacuo. The product was purified by SiO2 chromatography followed by trituration with E... Reactants: BrCC(=O)OC(C)(C)C (tertiary butyl bromoacetate), [H-].[Na+] (Sodium hydride), CCCCCC (hexane), OC1=CC=C(C=C1)CC(=O)OCC1=CC=CC=C1 (benzyl 4-hydroxyphenylacetate). The solvent is CN(C)C=O (DMF). Reaction conditions: temperature 4 celsius, time 15 minute. The product is C(C1=CC=CC=C1)OC(=O)CC1=CC=C(OCC(=O)OC(C)(C)C)C=C1 (tertiary butyl 4-(benzyloxycarbonylmethyl)phenoxyacetate). As a reaction SMILES: [H-].[Na+].CCCCCC.[OH:9][C:10]1[CH:15]=[CH:14][C:13]([CH2:16][C:17]([O:19][CH2:20][C:21]2[CH:26]=[CH:25][CH:24]=[CH:23][CH:22]=2)=[O:18])=[CH:12][CH:11]=1.Br[CH2:28][C:29]([O:31][C:32]([CH3:35])([CH3:34])[CH3:33])=[O:30]>CN(C=O)C>[CH2:20]([O:19][C:17]([CH2:16][C:13]1[CH:12]=[CH:11][C:10]([O:9][CH2:28][C:29]([O:31][C:32]([CH3:35])([CH3:34])[CH3:33])=[O:30])=[CH:15][CH:14]=1)=[O:18])[C:21]1[CH:22]=[CH:23][CH:24]=[CH:25][CH:26]=1 |f:0.1|. Reported procedure: Sodium hydride (50% w/w dispersion in mineral oil, 2.1 g) was treated under argon with repeated washes of hexane. The oil-free residue was suspended in dry DMF (130 ml) and the product from step (i) (10 g) added in three portions to the cooled (4° C.) stirred mixture. Stirring was continued for a further 15 minutes when tertiary butyl bromoacetate (7.0 ml) was added dropwise over 15 minutes. After 1 hour at 4° C., the mixture was stirred for 6 hours at ambient temperature. The solvent was evapor... Reactants: COC1=C(OCCN2CCC(CC2)C)C=CC(=C1)[N+](=O)[O-] (1-[2-(2-methoxy-4-nitrophenoxy)ethyl]-4-methylpiperidine). Solvent: ClCCl.CO (dichloromethane methanol). Product: COC=1C=C(C=CC1OCCN1CCC(CC1)C)N (3-methoxy-4-[2-(4-methylpiperidin-1-yl)ethoxy]phenylamine). As a reaction SMILES: [CH3:1][O:2][C:3]1[CH:18]=[C:17]([N+:19]([O-])=O)[CH:16]=[CH:15][C:4]=1[O:5][CH2:6][CH2:7][N:8]1[CH2:13][CH2:12][CH:11]([CH3:14])[CH2:10][CH2:9]1>ClCCl.CO>[CH3:1][O:2][C:3]1[CH:18]=[C:17]([NH2:19])[CH:16]=[CH:15][C:4]=1[O:5][CH2:6][CH2:7][N:8]1[CH2:13][CH2:12][CH:11]([CH3:14])[CH2:10][CH2:9]1 |f:1.2|. Procedure details: Prepared analogously to Example 3.1.b. from 1-[2-(2-methoxy-4-nitrophenoxy)ethyl]-4-methylpiperidine. Yield: 0.51 g (81.1% of theory); C15H24N2O2 (M=264.37); calc.: molecular ion peak (M+H)+: 265; found: molecular ion peak (M+H)+: 265; Rf value: 0.3 (silica gel, dichloromethane/methanol (9:1)). Starting materials: CCC[Mg+], C1CCOC1, [Cl-], [Cl-], COC(=O)c1ccc(Oc2ccc(Cl)cc2)nc1Cl, [NH4+]. Yields the product CCCc1nc(Oc2ccc(Cl)cc2)ccc1C(=O)OC. RXN SMILES: [CH2:21]([CH2:22][CH3:23])[Mg+:24].[CH2:27]1[O:28][CH2:29][CH2:30][CH2:31]1.[Cl-:20].[Cl-:25].[Cl:1][c:2]1[c:3]([C:4](=[O:5])[O:6][CH3:7])[cH:8][cH:9][c:10]([O:12][c:13]2[cH:14][cH:15][c:16]([Cl:19])[cH:17][cH:18]2)[n:11]1.[NH4+:26]>>[c:2]1([CH2:21][CH2:22][CH3:23])[c:3]([C:4](=[O:5])[O:6][CH3:7])[cH:8][cH:9][c:10]([O:12][c:13]2[cH:14][cH:15][c:16]([Cl:19])[cH:17][cH:18]2)[n:11]1.